Dataset: the Open Reaction Database (ORD), a public repository of structured organic reaction records. Task: describe an organic reaction: reactants, conditions, products, and yield Starting materials: CNCC(=O)OC1C2=C(N(CCC1)C(C1=C(C=C(C=C1)NC(C1=C(C=CC=C1)C)=O)C)=O)C=CC(=C2)Cl (7-Chloro-1-[2-methyl-4-(2-methyl-benzoylamino)benzoyl]-2,3,4,5-tetrahydro-1H-benzo[b]azepin-5-yl methylaminoacetate), C(OCC1OC(OC1C)=O)(OC1=CC=C(C=C1)[N+](=O)[O-])=O ((5-methyl-1,3-dioxolane-2-one-4-yl)-methyl 4-nitrophenyl carbonate), O (Water). The solvent is CN(C)C=O (DMF). Yields the product CN(C(=O)OCC=1OC(OC1C)=O)CC(=O)OC1C2=C(N(CCC1)C(C1=C(C=C(C=C1)NC(C1=C(C=CC=C1)C)=O)C)=O)C=CC(=C2)Cl ({7-chloro-1-[2-methyl-4-(2-methyl-benzoylamino)-benzoyl]-2,3,4,5-tetrahydro-1H-benzo[b]azepin-5-yl} [methyl-(5-methyl-2-oxo-1,3-dioxol-4-yl-methoxycarbonyl)-amino]acetate). The yield is 100.1%. As a reaction SMILES: [CH3:1][NH:2][CH2:3][C:4]([O:6][CH:7]1[CH2:13][CH2:12][CH2:11][N:10]([C:14](=[O:32])[C:15]2[CH:20]=[CH:19][C:18]([NH:21][C:22](=[O:30])[C:23]3[CH:28]=[CH:27][CH:26]=[CH:25][C:24]=3[CH3:29])=[CH:17][C:16]=2[CH3:31])[C:9]2[CH:33]=[CH:34][C:35]([Cl:37])=[CH:36][C:8]1=2)=[O:5].[C:38](=O)([O:48]C1C=CC([N+]([O-])=O)=CC=1)[O:39][CH2:40][CH:41]1[CH:45]([CH3:46])[O:44][C:43](=[O:47])[O:42]1.O>CN(C=O)C>[CH3:1][N:2]([CH2:3][C:4]([O:6][CH:7]1[CH2:13][CH2:12][CH2:11][N:10]([C:14](=[O:32])[C:15]2[CH:20]=[CH:19][C:18]([NH:21][C:22](=[O:30])[C:23]3[CH:28]=[CH:27][CH:26]=[CH:25][C:24]=3[CH3:29])=[CH:17][C:16]=2[CH3:31])[C:9]2[CH:33]=[CH:34][C:35]([Cl:37])=[CH:36][C:8]1=2)=[O:5])[C:38]([O:39][CH2:40][C:41]1[O:42][C:43](=[O:47])[O:44][C:45]=1[CH3:46])=[O:48]. Reported procedure: 7-Chloro-1-[2-methyl-4-(2-methyl-benzoylamino)benzoyl]-2,3,4,5-tetrahydro-1H-benzo[b]azepin-5-yl methylaminoacetate (0.34 g, 0.65 mmol), and (5-methyl-1,3-dioxolane-2-one-4-yl)-methyl 4-nitrophenyl carbonate (0.22 g, 0.74 mmol) were dissolved in DMF (5 ml), and the mixture was stirred at room temperature over night. Water was added to the reaction mixture, and the mixture was extracted with ethyl acetate. The organic layer was washed with water, an aqueous saturated sodium chloride solution, and... Starting materials: ClC1=CC=C(C=C1)C1=C(C=CC=C1)CN1CCNCC1 (1-((4′-chloro-1,1′-biphenyl-2-yl)methyl)piperazine), FC1=CC=C(C#N)C=C1 (4-fluorobenzonitrile), C(=O)([O-])[O-].[K+].[K+] (K2CO3). Solvent: CS(=O)C (DMSO). Reaction conditions: temperature 130 celsius. Product: ClC1=CC=C(C=C1)C1=C(C=CC=C1)CN1CCN(CC1)C1=CC=C(C#N)C=C1 (4-(4-((4′-chloro-1,1′-biphenyl-2-yl)methyl)-1-piperazinyl)benzonitrile). As a reaction SMILES: [Cl:1][C:2]1[CH:7]=[CH:6][C:5]([C:8]2[CH:13]=[CH:12][CH:11]=[CH:10][C:9]=2[CH2:14][N:15]2[CH2:20][CH2:19][NH:18][CH2:17][CH2:16]2)=[CH:4][CH:3]=1.F[C:22]1[CH:29]=[CH:28][C:25]([C:26]#[N:27])=[CH:24][CH:23]=1.C([O-])([O-])=O.[K+].[K+]>CS(C)=O>[Cl:1][C:2]1[CH:7]=[CH:6][C:5]([C:8]2[CH:13]=[CH:12][CH:11]=[CH:10][C:9]=2[CH2:14][N:15]2[CH2:16][CH2:17][N:18]([C:22]3[CH:29]=[CH:28][C:25]([C:26]#[N:27])=[CH:24][CH:23]=3)[CH2:19][CH2:20]2)=[CH:4][CH:3]=1 |f:2.3.4|. Procedure details: A solution of EXAMPLE 22C (932 mg, 2.591 mmol) in DMSO (13 mL) was treated with 4-fluorobenzonitrile (408 mg, 3.368 mmol) and K2CO3 (1.788 g, 12.955 mmol), heated at 130° C. for 4 hours, and filtered. The filtrate was partitioned between aqueous NaHCO3 and ethyl acetate. The aqueous layer was extracted with ethyl acetate. The combined extracts were dried (MgSO4), filtered, and concentrated. The residue was purified by silica gel column chromatography with 20% ethyl acetate/hexanes to provide the... Starting materials: C1(CC1)N1CCN(CC1)C(=O)OC(C)(C)C (tert-Butyl 4-cyclopropylpiperazine-1-carboxylate), [OH-].[Na+] (NaOH), N1(CCNCC1)C(=O)OC(C)(C)C (tert-butyl piperazine-1-carboxylate), C(C)OC1(CC1)O[Si](C)(C)C ([(1-ethoxycyclopropyl)oxy]trimethylsilane), [BH3-]C#N.[Na+] (NaBH3CN), O1CCCC1 (tetrahydrofuran). Solvent: O (water), C(C)(=O)O (acetic acid), CO (methanol). Run at temperature 60 celsius, time 5 minute. Yields the product C1(CC1)N1CCN(CC1)C(=O)C1=CC=C(C=C1)CN1CCOCC1 ((4-Cyclopropyl-piperazin-1-yl)-(4-morpholin-4-ylmethyl-phenyl) -methanone). The yield is 100.0%. Reaction SMILES: [CH:1]1([N:4]2[CH2:9][CH2:8][N:7]([C:10]([O:12]C(C)(C)C)=O)[CH2:6][CH2:5]2)[CH2:3][CH2:2]1.[N:17]1([C:23](OC(C)(C)C)=O)[CH2:22][CH2:21]N[CH2:19][CH2:18]1.C(O[C:33]1(O[Si](C)(C)C)[CH2:35][CH2:34]1)C.[BH3-]C#N.[Na+].[OH-:45].[Na+].O1C[CH2:50][CH2:49][CH2:48]1>O.C(O)(=O)C.CO>[CH:1]1([N:4]2[CH2:5][CH2:6][N:7]([C:10]([C:34]3[CH:35]=[CH:33][C:50]([CH2:23][N:17]4[CH2:18][CH2:19][O:45][CH2:21][CH2:22]4)=[CH:49][CH:48]=3)=[O:12])[CH2:8][CH2:9]2)[CH2:2][CH2:3]1 |f:3.4,5.6|. Reported procedure: tert-Butyl 4-cyclopropylpiperazine-1-carboxylate. A mixture of tert-butyl piperazine-1-carboxylate (75.0 g), tetrahydrofuran (THF) (500 mL), methanol (500 mL), [(1-ethoxycyclopropyl)oxy]trimethylsilane (161 mL), NaBH3CN (38.0 g), and acetic acid (37 mL) was heated at 60° C. for 5 h. The mixture was cooled to rt, treated with water (30 mL) and stirred for 5 min. The mixture was then treated with 1 N NaOH (130 mL) and was further stirred for 15 min. The mixture was concentrated, and the remaining ... The reactants are ClC=1C=C(C=CC1)C1CN(C(O1)=O)C(CC1=CC(=C(C=C1)O)O)C (5-(3-chlorophenyl)-3-(2-(3,4-dihydroxyphenyl)-1-methylethyl)-2-oxazolidinone), C[O-].[Na+] (sodium methoxide), BrCC(CCl)Br (1,2-dibromo-3-chloropropane). Run in CO (methyl alcohol). Reaction conditions: time 30 minute. The product is ClCC1OC2=C(OC1)C=CC(=C2)CC(C)N2C(OC(C2)C2=CC(=CC=C2)Cl)=O (3- chloromethyl-6-(2-(5-(3-chloro-phenyl)-2-oxo-3-oxazolidinyl)propyl)-1,4-benzodioxane). Reaction SMILES: [Cl:1][C:2]1[CH:3]=[C:4]([CH:8]2[O:12][C:11](=[O:13])[N:10]([CH:14]([CH3:24])[CH2:15][C:16]3[CH:21]=[CH:20][C:19]([OH:22])=[C:18]([OH:23])[CH:17]=3)[CH2:9]2)[CH:5]=[CH:6][CH:7]=1.C[O-].[Na+].Br[CH2:29][CH:30](Br)[CH2:31][Cl:32]>CO>[Cl:32][CH2:31][CH:30]1[CH2:29][O:22][C:19]2[CH:20]=[CH:21][C:16]([CH2:15][CH:14]([N:10]3[CH2:9][CH:8]([C:4]4[CH:5]=[CH:6][CH:7]=[C:2]([Cl:1])[CH:3]=4)[O:12][C:11]3=[O:13])[CH3:24])=[CH:17][C:18]=2[O:23]1 |f:1.2|. Procedure details: One equivalent of 5-(3-chlorophenyl)-3-(2-(3,4-dihydroxyphenyl)-1-methylethyl)-2-oxazolidinone, prepared by the procedure of U.S. Pat. No. 5,061,727, Example 1, is combined with two equivalents of 2N sodium methoxide in methyl alcohol and the resulting slurry is stirred at room temperature for 30 minutes. One equivalent of 1,2-dibromo-3-chloropropane is added and the stirring is continued at room temperature for 24 hours. The solvent is evaporated in vacuo and the residue is dissolved in methyle... Reactants: O=C1N2C(=NC3=CC=C(C=C13)C(=O)Cl)C=CC=C2 (11-oxo-11-H-pyrido[2,1-b]quinazoline-2-carboxylic acid chloride), O1CCOCC1 (dioxane), N (ammonia). Solvent: C(C)(=O)O (acetic acid). Run at time 5 hour. Product: O=C1N2C(=NC3=CC=C(C=C13)C(=O)N)C=CC=C2 (11-Oxo-11-H-pyrido[2,1-b]quinazoline-2-carboxamide). RXN SMILES: [O:1]=[C:2]1[C:11]2[C:6](=[CH:7][CH:8]=[C:9]([C:12](Cl)=[O:13])[CH:10]=2)[N:5]=[C:4]2[CH:15]=[CH:16][CH:17]=[CH:18][N:3]12.O1CCOCC1.[NH3:25]>C(O)(=O)C>[O:1]=[C:2]1[C:11]2[C:6](=[CH:7][CH:8]=[C:9]([C:12]([NH2:25])=[O:13])[CH:10]=2)[N:5]=[C:4]2[CH:15]=[CH:16][CH:17]=[CH:18][N:3]12. Procedure details: 10 gm of 11-oxo-11-H-pyrido[2,1-b]quinazoline-2-carboxylic acid chloride, prepared as in Example 12, were introduced into a mixture consisting of 200 ml of dioxane and 50 ml of concentrated ammonia, and the resulting mixture was stirred for 5 hours at room temperature. Thereafter, the reaction mixture was acidified with dilute acetic acid, and the crystals precipitated thereby were collected by suction filtration, yielding the compound of the formula ##STR22## Starting materials: CO, ClCCl, CC(Oc1cc(C(F)(F)F)ccn1)C(=O)O. Product: COC(=O)C(C)Oc1cc(C(F)(F)F)ccn1. Reaction SMILES: [CH3:20][OH:21].[Cl:17][CH2:18][Cl:19].[F:1][C:2]([c:3]1[cH:4][c:5]([O:9][CH:10]([C:11](=[O:12])[OH:13])[CH3:14])[n:6][cH:7][cH:8]1)([F:15])[F:16]>>[F:1][C:2]([c:3]1[cH:4][c:5]([O:9][CH:10]([C:11](=[O:12])[O:13][CH3:18])[CH3:14])[n:6][cH:7][cH:8]1)([F:15])[F:16].